From a dataset of the Open Reaction Database (ORD), a public repository of structured organic reaction records. describe an organic reaction: reactants, conditions, products, and yield The reactants are CCOC(=O)C(=O)c1nc(NC=O)sc1Cl, Cl, [Na+], [OH-], O. Product: O=CNc1nc(C(=O)C(=O)O)c(Cl)s1. Reaction SMILES: [CH:1](=[O:2])[NH:3][c:4]1[s:5][c:6]([Cl:16])[c:7]([C:9]([C:10](=[O:11])[O:12][CH2:13][CH3:14])=[O:15])[n:8]1.[ClH:19].[Na+:18].[OH-:17].[OH2:20]>>[CH:1](=[O:2])[NH:3][c:4]1[s:5][c:6]([Cl:16])[c:7]([C:9]([C:10](=[O:11])[OH:12])=[O:15])[n:8]1. As a reaction SMILES: [CH2:1]([N:8]1[CH2:13][CH2:12][O:11][C@H:10]([C:14]([N:16]([CH2:21][C:22]2[CH:32]=[CH:31][C:25]3[O:26][CH2:27][CH2:28][CH2:29][O:30][C:24]=3[CH:23]=2)[CH2:17][CH:18]([CH3:20])[CH3:19])=[O:15])[CH2:9]1)[C:2]1[CH:7]=[CH:6][CH:5]=[CH:4][CH:3]=1.C(N1CCO[C@@H](C(N(CC2C=CC3OCCCOC=3C=2)CC(C)C)=O)C1)C1C=CC=CC=1>>[CH2:1]([N:8]1[CH2:13][CH2:12][O:11][CH:10]([C:14]([N:16]([CH2:21][C:22]2[CH:32]=[CH:31][C:25]3[O:26][CH2:27][CH2:28][CH2:29][O:30][C:24]=3[CH:23]=2)[CH2:17][CH:18]([CH3:20])[CH3:19])=[O:15])[CH2:9]1)[C:2]1[CH:7]=[CH:6][CH:5]=[CH:4][CH:3]=1. Starting materials: C(C1=CC=CC=C1)N1C[C@H](OCC1)C(=O)N(CC(C)C)CC1=CC2=C(OCCCO2)C=C1 ((S)-(+)-4-benzyl-N-(3,4-dihydro-2H-1,5-benzodioxepin-7-ylmethyl)-N-isobutylmorpholine-2-carboxamide), C(C1=CC=CC=C1)N1C[C@@H](OCC1)C(=O)N(CC(C)C)CC1=CC2=C(OCCCO2)C=C1 ((R)-(−)-4-benzyl-N-(3,4-dihydro-2H-1,5-benzodioxepin-7-ylmethyl)-N-isobutylmorpholine-2-carboxamide). Product: C(C1=CC=CC=C1)N1CC(OCC1)C(=O)N(CC(C)C)CC1=CC2=C(OCCCO2)C=C1 ((±)-4-Benzyl-N-(3,4-dihydro-2H-1,5-benzodioxepin-7-ylmethyl)-N-isobutylmorpholine-2-carboxamide). Reported procedure: (S)-(+)-4-benzyl-N-(3,4-dihydro-2H-1,5-benzodioxepin-7-ylmethyl)-N-isobutylmorpholine-2-carboxamide and (R)-(−)-4-benzyl-N-(3,4-dihydro-2H-1,5-benzodioxepin-7-ylmethyl)-N-isobutylmorpholine-2-carboxamide. Resolution into the pure enantiomers was performed by preparative HPLC using isocratic elution on ChiralPak AD at 1 mL/min, eluting with 100% ethanol. Under these conditions, the (R)-(−)-isomer elutes second after the (S)-(+)-isomer. (S)-(+)-4-benzyl-N-(3,4-dihydro-2H-1,5-benzodioxepin-7-ylmeth... Conditions: time 30 minute. Reported procedure: To a solution of 4-n-butylbenzoic acid (153 mg, 0.86 mmol) in tetrahydrofuran (5 ml) were added oxalyl chloride (0.15 ml, 1.72 mmol) and N,N-dimethylformamide (0.01 ml), and the mixture was stirred at room temperature for 30 min. The reaction solution was evaporated under reduced pressure. To a solution of the residue in ethyl acetate (5 ml) were added (1RS,2SR)-1-(4-fluorophenyl)-1-hydroxy-3-(4-(trifluoromethyl)phenyl)-2-propylamine hydrochloride (200 mg, 0.57 mmol) and saturated aqueous sodium... As a reaction SMILES: [CH2:1]([C:5]1[CH:13]=[CH:12][C:8]([C:9]([OH:11])=O)=[CH:7][CH:6]=1)[CH2:2][CH2:3][CH3:4].C(Cl)(=O)C(Cl)=O.Cl.[F:21][C:22]1[CH:27]=[CH:26][C:25]([CH:28]([OH:42])[CH:29]([NH2:41])[CH2:30][C:31]2[CH:36]=[CH:35][C:34]([C:37]([F:40])([F:39])[F:38])=[CH:33][CH:32]=2)=[CH:24][CH:23]=1.C(=O)([O-])O.[Na+]>O1CCCC1.C(OCC)(=O)C.O.CN(C)C=O>[CH2:1]([C:5]1[CH:6]=[CH:7][C:8]([C:9]([NH:41][CH:29]([CH2:30][C:31]2[CH:36]=[CH:35][C:34]([C:37]([F:40])([F:38])[F:39])=[CH:33][CH:32]=2)[CH:28]([C:25]2[CH:26]=[CH:27][C:22]([F:21])=[CH:23][CH:24]=2)[OH:42])=[O:11])=[CH:12][CH:13]=1)[CH2:2][CH2:3][CH3:4] |f:2.3,4.5|. Solvent: C(C)(=O)OCC (ethyl acetate), O (water), O1CCCC1 (tetrahydrofuran), CN(C=O)C (N,N-dimethylformamide). Yield: 63.7%. The reactants are Cl.FC1=CC=C(C=C1)C(C(CC1=CC=C(C=C1)C(F)(F)F)N)O ((1RS,2SR)-1-(4-fluorophenyl)-1-hydroxy-3-(4-(trifluoromethyl)phenyl)-2-propylamine hydrochloride), C(O)([O-])=O.[Na+] (sodium hydrogen carbonate), C(CCC)C1=CC=C(C(=O)O)C=C1 (4-n-butylbenzoic acid), C(C(=O)Cl)(=O)Cl (oxalyl chloride). The product is C(CCC)C1=CC=C(C(=O)NC(C(O)C2=CC=C(C=C2)F)CC2=CC=C(C=C2)C(F)(F)F)C=C1 (4-butyl-N-((1RS,2SR)-2-(4-fluorophenyl)-2-hydroxy-1-((4-(trifluoromethyl)phenyl)methyl)ethyl)benzamide). The reactants are N1=CC=CC=C1 (pyridine), C(C)(C)OC(C)C (diisopropylether), P(Cl)(Cl)(Cl)(Cl)Cl (phosphorus pentachloride), C1(=CC=CC=C1)CC(=O)NC1[C@@H]2N(C(C(=CS2)C=C(Br)Br)C(=O)OC(C2=CC=CC=C2)C2=CC=CC=C2)C1=O (benzhydryl 7-phenylacetoamido-3-(2,2-dibromovinyl)-2-cephem-4-carboxylate). Solvent: CO (methanol), ClCCl (dichloromethane), O (water). Run at time 30 minute. Yields the product Cl.NC1[C@@H]2N(C(C(=CS2)C=C(Br)Br)C(=O)OC(C2=CC=CC=C2)C2=CC=CC=C2)C1=O (benzhydryl 7-amino-3-(2,2-dibromovinyl)-2-cephem-4-carboxylate hydrochloride). The yield is 97.8%. Reaction SMILES: P(Cl)(Cl)(Cl)(Cl)[Cl:2].N1C=CC=CC=1.C1(CC([NH:22][CH:23]2[C:50](=[O:51])[N:25]3[CH:26]([C:34]([O:36][CH:37]([C:44]4[CH:49]=[CH:48][CH:47]=[CH:46][CH:45]=4)[C:38]4[CH:43]=[CH:42][CH:41]=[CH:40][CH:39]=4)=[O:35])[C:27]([CH:30]=[C:31]([Br:33])[Br:32])=[CH:28][S:29][C@H:24]23)=O)C=CC=CC=1.C(OC(C)C)(C)C>ClCCl.O.CO>[ClH:2].[NH2:22][CH:23]1[C:50](=[O:51])[N:25]2[CH:26]([C:34]([O:36][CH:37]([C:44]3[CH:45]=[CH:46][CH:47]=[CH:48][CH:49]=3)[C:38]3[CH:43]=[CH:42][CH:41]=[CH:40][CH:39]=3)=[O:35])[C:27]([CH:30]=[C:31]([Br:33])[Br:32])=[CH:28][S:29][C@H:24]12 |f:7.8|. Procedure details: To a suspension of phosphorus pentachloride (13.74 g) in dichloromethane (150 ml) was dropwise added pyridine (5.34 ml) at -15° to -10° C. under stirring which was continued at the same temperature for 30 minutes. To the above mixture was added benzhydryl 7-phenylacetoamido-3-(2,2-dibromovinyl)-2-cephem-4-carboxylate (29.4 g) at -5° C. After the reaction mixture was stirred at -5° for 1.5 hours, methanol (26.62 ml) was dropwise added to the reaction mixture under cooling at -20° and the mixture ...